This data is from the Open Reaction Database (ORD), a public repository of structured organic reaction records. The task is: describe an organic reaction: reactants, conditions, products, and yield Starting materials: CC1=NC(c2ccccc2)COC1=O, ClCCl. Yields the product CC1NC(c2ccccc2)COC1=O. As a reaction SMILES: [CH3:1][C:2]1=[N:7][CH:6]([c:8]2[cH:9][cH:10][cH:11][cH:12][cH:13]2)[CH2:5][O:4][C:3]1=[O:14].[Cl:15][CH2:16][Cl:17]>>[CH3:1][CH:2]1[C:3](=[O:14])[O:4][CH2:5][CH:6]([c:8]2[cH:9][cH:10][cH:11][cH:12][cH:13]2)[NH:7]1.